describe an organic reaction: reactants, conditions, products, and yield From a dataset of the Open Reaction Database (ORD), a public repository of structured organic reaction records. Reactants: CS(=O)C (dimethyl sulfoxide), TEA, C(C(=O)Cl)(=O)Cl (oxalyl chloride), FC(C=1C=C(OCCO)C=CC1)(F)F (2-(3-trifluoromethyl-phenoxy)-ethanol), O (water). The solvent is C(Cl)Cl (DCM), C(Cl)Cl (DCM), C(Cl)Cl (DCM), C(Cl)Cl (DCM). Conditions: temperature -78 celsius, time 10 minute. Product: FC(C=1C=C(OCC=O)C=CC1)(F)F ((3-trifluoromethyl-phenoxy)-acetaldehyde). Reaction SMILES: C(Cl)(=O)C(Cl)=O.CS(C)=O.[F:11][C:12]([F:24])([F:23])[C:13]1[CH:14]=[C:15]([CH:20]=[CH:21][CH:22]=1)[O:16][CH2:17][CH2:18][OH:19].O>C(Cl)Cl>[F:11][C:12]([F:23])([F:24])[C:13]1[CH:14]=[C:15]([CH:20]=[CH:21][CH:22]=1)[O:16][CH2:17][CH:18]=[O:19]. Procedure: A cooled (−78° C.) solution of oxalyl chloride (0.49 ml; 5.821 mmol) in anhydrous DCM (25 ml) was treated dropwise with a solution of dimethyl sulfoxide (0.91 ml; 11.641 mmol) in anhydrous DCM (4 ml). After 10 min., a solution of 2-(3-trifluoromethyl-phenoxy)-ethanol (0.800 g; 3.880 mmol) in DCM (8 ml) was added dropwise, and the reaction mixture was further stirred at −78° C. for 30 min. TEA (2.70 ml; 19.402 mmol) was then added dropwise, and after 10 min. the resulting mixture was allowed to w... Reactants: BrC1=CC2=C(N=C(N=C2)O)N=C1 (6-bromopyrido[2,3-d]pyrimidin-2-ol), P(=O)(Cl)(Cl)Cl (phosphoryl trichloride), C(C)(C)N(CC)C(C)C (diisopropylethylamine). Run at temperature 120 celsius, time 12 hour. The product is BrC1=CC2=C(N=C(N=C2)Cl)N=C1 (6-bromo-2-chloropyrido[2,3-d]pyrimidine). The yield is 67.0%. As a reaction SMILES: [Br:1][C:2]1[CH:12]=[N:11][C:5]2[N:6]=[C:7](O)[N:8]=[CH:9][C:4]=2[CH:3]=1.C(N(C(C)C)CC)(C)C.P(Cl)(Cl)([Cl:24])=O>>[Br:1][C:2]1[CH:12]=[N:11][C:5]2[N:6]=[C:7]([Cl:24])[N:8]=[CH:9][C:4]=2[CH:3]=1. Procedure: To a stirred mixture of 6-bromopyrido[2,3-d]pyrimidin-2-ol (1.1 g, 4.9 mmol) in 30 mL of phosphoryl trichloride was added diisopropylethylamine (1.6 g, 12.2 mmol) at room temperature, and the reaction mixture was then stirred at 120° C. for 12 hours. Most of phosphoryl trichloride was removed under reduced pressure. The residue was diluted with ethyl acetate (200 mL) and added to saturated sodium bicarbonate solution (300 mL) at 0° C. The mixture was extracted with ethyl acetate (200 mL×3). The ... The reactants are [Si](C1=CC=CC=C1)(C1=CC=CC=C1)(C(C)(C)C)Cl (tert-butyldiphenylsilyl chloride), CN(C)C=O (DMF), C(C)(C)(C)OC(N[C@@H]([C@@H](C)O)C1=CC(=C(C(=C1)F)F)F)=O ([(1R,2R)-2-hydroxy-1-(3,4,5-trifluorophenyl)propyl]-carbamic acid tert-butyl ester), N1C=NC=C1 (imidazole). Solvent: O (water), C(C)(=O)OCC (ethyl acetate). Reaction conditions: time 3 hour. Product: C(C)(C)(C)OC(N[C@@H]([C@@H](C)O[Si](C1=CC=CC=C1)(C1=CC=CC=C1)C(C)(C)C)C1=CC(=C(C(=C1)F)F)F)=O ([(1R,2R)-2-(tert-butyldiphenylsilanyloxy)-1-(3,4,5-trifluorophenyl)propyl]carbamic acid tert-butyl ester). Reaction SMILES: [Si:1](Cl)([C:14]([CH3:17])([CH3:16])[CH3:15])([C:8]1[CH:13]=[CH:12][CH:11]=[CH:10][CH:9]=1)[C:2]1[CH:7]=[CH:6][CH:5]=[CH:4][CH:3]=1.CN(C=O)C.[C:24]([O:28][C:29](=[O:44])[NH:30][C@H:31]([C:35]1[CH:40]=[C:39]([F:41])[C:38]([F:42])=[C:37]([F:43])[CH:36]=1)[C@H:32]([OH:34])[CH3:33])([CH3:27])([CH3:26])[CH3:25].N1C=CN=C1>O.C(OCC)(=O)C>[C:24]([O:28][C:29](=[O:44])[NH:30][C@H:31]([C:35]1[CH:40]=[C:39]([F:41])[C:38]([F:42])=[C:37]([F:43])[CH:36]=1)[C@H:32]([O:34][Si:1]([C:14]([CH3:17])([CH3:16])[CH3:15])([C:8]1[CH:13]=[CH:12][CH:11]=[CH:10][CH:9]=1)[C:2]1[CH:7]=[CH:6][CH:5]=[CH:4][CH:3]=1)[CH3:33])([CH3:25])([CH3:26])[CH3:27]. Procedure details: In nitrogen atmosphere, tert-butyldiphenylsilyl chloride (2.0 mL) was added dividedly four times to a DMF solution (3 mL) of [(1R,2R)-2-hydroxy-1-(3,4,5-trifluorophenyl)propyl]-carbamic acid tert-butyl ester (610 mg) and imidazole (817 mg). This reaction solution was stirred at room temperature for 3 hr. To the reaction solution, ethyl acetate and water were added. The organic layer was separated, washed with 1 N hydrochloric acid, water, a saturated sodium hydrogencarbonate aqueous solution, an...